From a dataset of the Open Reaction Database (ORD), a public repository of structured organic reaction records. describe an organic reaction: reactants, conditions, products, and yield Starting materials: O=C([O-])[O-], Cc1ccccc1, OB(O)c1cc(F)cc(C(F)(F)F)c1, [K+], [K+], Cc1c(Br)cnc(N)c1C#N. Product: Cc1c(-c2cc(F)cc(C(F)(F)F)c2)cnc(N)c1C#N. RXN SMILES: [C:26](=[O:27])([O-:28])[O-:29].[CH3:32][c:33]1[cH:34][cH:35][cH:36][cH:37][cH:38]1.[F:12][c:13]1[cH:14][c:15]([B:23]([OH:24])[OH:25])[cH:16][c:17]([C:19]([F:20])([F:21])[F:22])[cH:18]1.[K+:30].[K+:31].[NH2:1][c:2]1[n:3][cH:4][c:5]([Br:11])[c:6]([CH3:10])[c:7]1[C:8]#[N:9]>>[NH2:1][c:2]1[n:3][cH:4][c:5](-[c:15]2[cH:14][c:13]([F:12])[cH:18][c:17]([C:19]([F:20])([F:21])[F:22])[cH:16]2)[c:6]([CH3:10])[c:7]1[C:8]#[N:9]. The reactants are C1CCOC1, CCOC(=O)c1cnc(NC(=O)C(Cc2ccccc2)NC(=O)C=Cc2cc(Cl)ccc2-n2cnnn2)s1, Cl, [Li+], [OH-], O. Yields the product O=C(C=Cc1cc(Cl)ccc1-n1cnnn1)NC(Cc1ccccc1)C(=O)Nc1ncc(C(=O)O)s1. Reaction SMILES: [CH2:3]1[O:4][CH2:5][CH2:6][CH2:7]1.[CH2:9]([CH3:10])[O:11][C:12](=[O:13])[c:14]1[cH:15][n:16][c:17]([NH:19][C:20]([CH:21]([CH2:22][c:23]2[cH:24][cH:25][cH:26][cH:27][cH:28]2)[NH:29][C:30]([CH:31]=[CH:32][c:33]2[c:34](-[n:40]3[n:41][n:42][n:43][cH:44]3)[cH:35][cH:36][c:37]([Cl:39])[cH:38]2)=[O:45])=[O:46])[s:18]1.[Cl:47].[Li+:2].[OH-:1].[OH2:8]>>[O:11]=[C:12]([OH:13])[c:14]1[cH:15][n:16][c:17]([NH:19][C:20]([CH:21]([CH2:22][c:23]2[cH:24][cH:25][cH:26][cH:27][cH:28]2)[NH:29][C:30]([CH:31]=[CH:32][c:33]2[c:34](-[n:40]3[n:41][n:42][n:43][cH:44]3)[cH:35][cH:36][c:37]([Cl:39])[cH:38]2)=[O:45])=[O:46])[s:18]1. The reactants are CCO, Clc1ncc(-c2cccs2)n2cnnc12, CC(C)(C)OC(=O)NC1CNC1. Product: CC(C)(C)OC(=O)NC1CN(c2ncc(-c3cccs3)n3cnnc23)C1. As a reaction SMILES: [CH3:28][CH2:29][OH:30].[Cl:1][c:2]1[c:3]2[n:4]([c:5](-[c:8]3[s:9][cH:10][cH:11][cH:12]3)[cH:6][n:7]1)[cH:13][n:14][n:15]2.[NH:16]1[CH2:17][CH:18]([NH:20][C:21]([O:22][C:23]([CH3:24])([CH3:25])[CH3:26])=[O:27])[CH2:19]1>>[c:2]1([N:16]2[CH2:17][CH:18]([NH:20][C:21]([O:22][C:23]([CH3:24])([CH3:25])[CH3:26])=[O:27])[CH2:19]2)[c:3]2[n:4]([c:5](-[c:8]3[s:9][cH:10][cH:11][cH:12]3)[cH:6][n:7]1)[cH:13][n:14][n:15]2. Reactants: Cl.NC=1C=C(C(=O)OC)C=CN1 (methyl 2-aminoisonicotinate hydrochloride), C(CCC)(=O)Cl (butyryl chloride), Carboxylic acid-1. Yields the product C(CCC)(=O)NC=1C=C(C(=O)OC)C=CN1 (methyl 2-butyramidoisonicotinate). Yield: 82.0%. RXN SMILES: Cl.[NH2:2][C:3]1[CH:4]=[C:5]([CH:10]=[CH:11][N:12]=1)[C:6]([O:8][CH3:9])=[O:7].[C:13](Cl)(=[O:17])[CH2:14][CH2:15][CH3:16]>>[C:13]([NH:2][C:3]1[CH:4]=[C:5]([CH:10]=[CH:11][N:12]=1)[C:6]([O:8][CH3:9])=[O:7])(=[O:17])[CH2:14][CH2:15][CH3:16] |f:0.1|. Procedure details: The title compound is prepared in 82% yield (1.94 g, a white solid) from methyl 2-aminoisonicotinate hydrochloride (2.00 g, 10.6 mmol) and butyryl chloride by the similar manner in Step-1 of Carboxylic acid-1. Starting materials: BrC1=NN(C(=C1)C1=C(C=C(C=C1)F)Cl)C (3-bromo-5-(2-chloro-4-fluorophenyl)-1-methyl-1H-pyrazole), BrC1=NN(C(=C1)C1=C(C=C(C=C1)F)Cl)C (3-bromo-5-(2-chloro-4-fluorophenyl)-1-methyl-1H-pyrazole), IN1C(CCC1=O)=O (N-iodosuccinimide). The solvent is C(C)(=O)OCC (ethyl acetate), CN(C=O)C (N,N-dimethylformamide). Conditions: temperature 60 celsius, time 3 hour. Product: BrC1=NN(C(=C1I)C1=C(C=C(C=C1)F)Cl)C (3-bromo-5-(2-chloro-4-fluorophenyl)-4-iodo-1-methyl-1H-pyrazole). Reaction SMILES: [Br:1][C:2]1[CH:6]=[C:5]([C:7]2[CH:12]=[CH:11][C:10]([F:13])=[CH:9][C:8]=2[Cl:14])[N:4]([CH3:15])[N:3]=1.[I:16]N1C(=O)CCC1=O>CN(C)C=O.C(OCC)(=O)C>[Br:1][C:2]1[C:6]([I:16])=[C:5]([C:7]2[CH:12]=[CH:11][C:10]([F:13])=[CH:9][C:8]=2[Cl:14])[N:4]([CH3:15])[N:3]=1. Procedure: To a mixture of 3-bromo-5-(2-chloro-4-fluorophenyl)-1-methyl-1H-pyrazole (i.e. the product of Step C) (620 mg, 2.14 mmol) in N,N-dimethylformamide (8 mL) at 60° C. was added N-iodosuccinimide (963 mg, 4.28 mmol). The reaction mixture was stirred at 60° C. for 3 h, and then diluted with ethyl acetate, washed with water and saturated aqueous sodium chloride solution, dried over sodium sulfate and concentrated under reduced pressure. The material was purified by silica gel chromatography (5 to 30% ... The reactants are C(C)(C)(C)[O-].[K+] (potassium tert-butanolate), Cl (HCl), N1=CC(=CC=C1)/C=C/C(=O)O ((2E)-3-(3-pyridyl)-2-propenoic acid). Run in O1CCCC1 (tetrahydrofuran), O1CCCC1 (tetrahydrofuran), CCOCC (ether). Run at temperature 5 celsius, time 1 hour. Yields the product N1=CC(=CC=C1)/C=C/C(=O)OC(C)(C)C (tert-Butyl (2E)-3-(3-pyridyl)-2-propenoate). As a reaction SMILES: Cl.[N:2]1[CH:7]=[CH:6][CH:5]=[C:4](/[CH:8]=[CH:9]/[C:10]([OH:12])=[O:11])[CH:3]=1.[C:13]([O-])([CH3:16])([CH3:15])[CH3:14].[K+]>CCOCC.O1CCCC1>[N:2]1[CH:7]=[CH:6][CH:5]=[C:4](/[CH:8]=[CH:9]/[C:10]([O:12][C:13]([CH3:16])([CH3:15])[CH3:14])=[O:11])[CH:3]=1 |f:2.3|. Procedure: Ethereal HCl is added to a solution of 45 g of (2E)-3-(3-pyridyl)-2-propenoic acid in 300 ml of ether until the pH is acid. The precipitate obtained is filtered off, washed with ether and dried under reduced pressure. The product is then taken up in 600 ml of thionyl chloride and heated at reflux for 2 hours, and is then concentrated under reduced pressure and taken up successively in toluene and then ether. The residue obtained is then diluted with 1 liter of tetrahydrofuran, stirred at 5° C., ... Reactants: CCn1cc(C(=O)O)c(=O)c2cc(Cl)c(Cl)cc21, CN1CCNCC1, O. Yields the product CCn1cc(C(=O)O)c(=O)c2cc(Cl)c(N3CCN(C)CC3)cc21. As a reaction SMILES: [CH2:1]([CH3:2])[n:3]1[cH:4][c:5]([C:16](=[O:17])[OH:18])[c:6](=[O:15])[c:7]2[cH:8][c:9]([Cl:14])[c:10]([Cl:13])[cH:11][c:12]12.[CH3:19][N:20]1[CH2:21][CH2:22][NH:23][CH2:24][CH2:25]1.[OH2:26]>>[CH2:1]([CH3:2])[n:3]1[cH:4][c:5]([C:16](=[O:17])[OH:18])[c:6](=[O:15])[c:7]2[cH:8][c:9]([Cl:14])[c:10]([N:23]3[CH2:22][CH2:21][N:20]([CH3:19])[CH2:25][CH2:24]3)[cH:11][c:12]12. The reactants are C(C1=CC=CC=C1)OC=1C=C(C=CC1C)CO ((3-(benzyloxy)-4-methylphenyl)methanol), I(=O)(=O)C1=C(C(=O)O)C=CC=C1 (2-iodoxybenzoic acid), C(C)(=O)OCC (Ethyl acetate). Solvent: CS(=O)C (DMSO). Conditions: time 2 hour. The product is C(C1=CC=CC=C1)OC=1C=C(C=O)C=CC1C (3-(benzyloxy)-4-methylbenzaldehyde). RXN SMILES: [CH2:1]([O:8][C:9]1[CH:10]=[C:11]([CH2:16][OH:17])[CH:12]=[CH:13][C:14]=1[CH3:15])[C:2]1[CH:7]=[CH:6][CH:5]=[CH:4][CH:3]=1.I(C1C=CC=CC=1C(O)=O)(=O)=O.C(OCC)(=O)C>CS(C)=O>[CH2:1]([O:8][C:9]1[CH:10]=[C:11]([CH:12]=[CH:13][C:14]=1[CH3:15])[CH:16]=[O:17])[C:2]1[CH:3]=[CH:4][CH:5]=[CH:6][CH:7]=1. Procedure details: To a solution of (3-(benzyloxy)-4-methylphenyl)methanol (entire amount) in DMSO (15 mL) was added 2-iodoxybenzoic acid (3.20 g), and the mixture was stirred at room temperature for 2 hr. Ethyl acetate (250 mL) was added to the reaction mixture, and the insoluble material was filtered off. The filtrate was washed with saturated brine, and dried over anhydrous sodium sulfate. The solvent was evaporated under reduced pressure, and the residue was purified by silica gel column chromatography (ethyl ... Reactants: NO.Cl (NH2OH.HCl), CC(=O)[O-].[Na+] (NaOAc), CC1(CCC(C2=CC=CC=C12)=O)C (4,4-Dimethyl-3,4-dihydro-2H-naphthalen-1-one). The solvent is CCOC(=O)C (EtOAc), CCO (EtOH). The product is CC1(CCC(C2=CC=CC=C12)=NO)C (4,4-Dimethyl-3,4-dihydro-2H-naphthalen-1-one oxime). As a reaction SMILES: [CH3:1][C:2]1([CH3:13])[C:11]2[C:6](=[CH:7][CH:8]=[CH:9][CH:10]=2)[C:5](=O)[CH2:4][CH2:3]1.[NH2:14][OH:15].Cl.CC([O-])=O.[Na+]>CCO.CCOC(C)=O>[CH3:1][C:2]1([CH3:13])[C:11]2[C:6](=[CH:7][CH:8]=[CH:9][CH:10]=2)[C:5](=[N:14][OH:15])[CH2:4][CH2:3]1 |f:1.2,3.4|. Procedure: 4,4-Dimethyl-3,4-dihydro-2H-naphthalen-1-one (2.2 g, 12.6 mmol) was dissolved in EtOH (10 ml) and NH2OH.HCl (1.05 g, 15.2 mmol) and NaOAc (2.0 g, 24 mmol) were added. The mixture was heated to reflux for 2 h upon which a yellow suspension is formed. The suspension is cooled down to RT and diluted with EtOAc, washed with H2O, dried (MgSO4), filtered and concentrated to give 4,4-Dimethyl-3,4-dihydro-2H-naphthalen-1-one oxime. Reactants: ClC1=C(CC2=C3C=4C(=C(N=CC4NC3=CC=C2)C(=O)O)COCCOC)C=CC=C1 (5-(2-chlorobenzyl)-4-methoxyethoxymethyl-β-carboline-3-carboxylic acid), N1C=NC=C1 (imidazole), S(=O)(Cl)Cl (thionylchloride). Solvent: O1CCCC1 (tetrahydrofuran), O1CCCC1 (tetrahydrofuran), O1CCCC1 (tetrahydrofuran). Conditions: time 8 hour. The product is [N-]1C=NC=C1.ClC1=C(CC2=C3C=4C(=C(N=CC4NC3=CC=C2)C(=O)O)COCCOC)C=CC=C1 (5-(2-Chlorobenzyl)-4-methoxyethoxymethyl-β-carboline-3-carboxylic acid imidazolide). Reaction SMILES: [NH:1]1[CH:5]=[CH:4][N:3]=[CH:2]1.S(Cl)(Cl)=O.[Cl:10][C:11]1[CH:39]=[CH:38][CH:37]=[CH:36][C:12]=1[CH2:13][C:14]1[CH:26]=[CH:25][CH:24]=[C:23]2[C:15]=1[C:16]1[C:17]([CH2:30][O:31][CH2:32][CH2:33][O:34][CH3:35])=[C:18]([C:27]([OH:29])=[O:28])[N:19]=[CH:20][C:21]=1[NH:22]2>O1CCCC1>[N-:1]1[CH:5]=[CH:4][N:3]=[CH:2]1.[Cl:10][C:11]1[CH:39]=[CH:38][CH:37]=[CH:36][C:12]=1[CH2:13][C:14]1[CH:26]=[CH:25][CH:24]=[C:23]2[C:15]=1[C:16]1[C:17]([CH2:30][O:31][CH2:32][CH2:33][O:34][CH3:35])=[C:18]([C:27]([OH:29])=[O:28])[N:19]=[CH:20][C:21]=1[NH:22]2 |f:4.5|. Reported procedure: 1.5 g (0.0022 mol) of imidazole in 20 ml of tetrahydrofuran is mixed with 0.4 ml (0.0054 mol) of thionylchloride dissolved in 5 ml of tetrahydrofuran. The precipitate is suctioned off, the filtrate is instilled in a suspension of 0.693 g (0.00163 mol) of 5-(2-chlorobenzyl)-4-methoxyethoxymethyl-β-carboline-3-carboxylic acid in 30 ml of tetrahydrofuran. After it is left standing overnight the solvent is distilled off, the residue is dissolved in ethyl acetate, the solution is washed imidazole fre...